From a dataset of the Open Reaction Database (ORD), a public repository of structured organic reaction records. describe an organic reaction: reactants, conditions, products, and yield The reactants are NC1=C(C=CC(N1C1=C(C=C(OCCCOS(=O)(=O)C)C=C1F)F)=O)C(C1=CC=C(C=C1)F)=O (Methanesulfonic acid 3-{4-[6-amino-5-(4-fluorobenzoyl)-2-oxo-2H-pyridin-1-yl]-3,5-difluorophenoxy}-propyl ester), C(C)OC([C@@H](N)CC(C)C)=O (L-leucine ethyl ester). Product: NC1=C(C=CC(N1C1=C(C=C(OCCCN[C@@H](CC(C)C)C(=O)OCC)C=C1F)F)=O)C(C1=CC=C(C=C1)F)=O (Ethyl N-(3-{4-[6-amino-5-(4-fluorobenzoyl)-2-oxopyridin-1(2H)-yl]-3,5-difluorophenoxy}propyl)-L-leucinate). RXN SMILES: [NH2:1][C:2]1[N:7]([C:8]2[C:22]([F:23])=[CH:21][C:11]([O:12][CH2:13][CH2:14][CH2:15]OS(C)(=O)=O)=[CH:10][C:9]=2[F:24])[C:6](=[O:25])[CH:5]=[CH:4][C:3]=1[C:26](=[O:34])[C:27]1[CH:32]=[CH:31][C:30]([F:33])=[CH:29][CH:28]=1.[CH2:35]([O:37][C:38](=[O:45])[C@H:39]([CH2:41][CH:42]([CH3:44])[CH3:43])[NH2:40])[CH3:36]>>[NH2:1][C:2]1[N:7]([C:8]2[C:22]([F:23])=[CH:21][C:11]([O:12][CH2:13][CH2:14][CH2:15][NH:40][C@H:39]([C:38]([O:37][CH2:35][CH3:36])=[O:45])[CH2:41][CH:42]([CH3:44])[CH3:43])=[CH:10][C:9]=2[F:24])[C:6](=[O:25])[CH:5]=[CH:4][C:3]=1[C:26](=[O:34])[C:27]1[CH:28]=[CH:29][C:30]([F:33])=[CH:31][CH:32]=1. Reported procedure: From Intermediate 4E and L-leucine ethyl ester LCMS purity 98%, m/z 560 [M+H]+, 1H NMR (400 MHz, CD3OD), δ: 1.10-1.20 (6H, m), 1.45-1.55 (3H, t), 1.65-1.85 (2H, m), 1.90-2.00 (1H, m), 2.15-2.30 (2H, m), 2.85-3.05 (2H, m), 3.55 (1H, m), 4.35-4.50 (4H, m), 6.00 (1H, d), 7.10 (1H, d), 7.45-7.55 (1H, m), 7.80-7.85 (1H, m), 7.95 (1H, d). The reactants are ClC(Cl)Cl, Cn1c(=O)n(CCO)c2ccccc21, O=S(Cl)Cl. Yields the product Cn1c(=O)n(CCCl)c2ccccc21. Reaction SMILES: [Cl:19][CH:20]([Cl:21])[Cl:22].[OH:1][CH2:2][CH2:3][n:4]1[c:5](=[O:14])[n:6]([CH3:13])[c:7]2[c:8]1[cH:9][cH:10][cH:11][cH:12]2.[S:15]([Cl:16])([Cl:17])=[O:18]>>[CH2:2]([CH2:3][n:4]1[c:5](=[O:14])[n:6]([CH3:13])[c:7]2[c:8]1[cH:9][cH:10][cH:11][cH:12]2)[Cl:17]. Starting materials: FC1=C(C(=O)C(C(=O)OCC)C(=O)OCC)C(=C(C(=C1C)F)F)[N+](=O)[O-] (diethyl (2,4,5-trifluoro-3-methyl-6-nitrobenzoyl)malonate), C1(=CC=C(C=C1)S(=O)(=O)O)C (p-toluenesulfonic acid). Run in O (water). The product is FC1=C(C(=O)CC(=O)OCC)C(=C(C(=C1C)F)F)[N+](=O)[O-] (Ethyl (2,4,5-trifluoro-3-methyl-6-nitrobenzoyl)acetate). Isolated yield 93.3%. As a reaction SMILES: [F:1][C:2]1[C:20]([CH3:21])=[C:19]([F:22])[C:18]([F:23])=[C:17]([N+:24]([O-:26])=[O:25])[C:3]=1[C:4]([CH:6](C(OCC)=O)[C:7]([O:9][CH2:10][CH3:11])=[O:8])=[O:5].C1(C)C=CC(S(O)(=O)=O)=CC=1>O>[F:1][C:2]1[C:20]([CH3:21])=[C:19]([F:22])[C:18]([F:23])=[C:17]([N+:24]([O-:26])=[O:25])[C:3]=1[C:4]([CH2:6][C:7]([O:9][CH2:10][CH3:11])=[O:8])=[O:5]. Procedure: A mixture of 45.3 g of diethyl (2,4,5-trifluoro-3-methyl-6-nitrobenzoyl)malonate, 30 mg of p-toluenesulfonic acid, and 120 ml of water was heated under reflux for 50 minutes. After cooling, the reaction mixture was extracted with diethyl ether, and the extract was washed with brine, and then dried and concentrated to give 34.2 g of brown oil.